This data is from the Open Reaction Database (ORD), a public repository of structured organic reaction records. The task is: describe an organic reaction: reactants, conditions, products, and yield The reactants are C1CCOC1, CO, c1ccc(COc2cccc(-c3nc(N4CCOCC4)nc4nc[nH]c34)c2)cc1. Product: Oc1cccc(-c2nc(N3CCOCC3)nc3nc[nH]c23)c1. As a reaction SMILES: [CH2:32]1[O:33][CH2:34][CH2:35][CH2:36]1.[CH3:30][OH:31].[O:1]1[CH2:2][CH2:3][N:4]([c:7]2[n:8][c:9](-[c:16]3[cH:17][c:18]([O:22][CH2:23][c:24]4[cH:25][cH:26][cH:27][cH:28][cH:29]4)[cH:19][cH:20][cH:21]3)[c:10]3[nH:11][cH:12][n:13][c:14]3[n:15]2)[CH2:5][CH2:6]1>>[O:1]1[CH2:2][CH2:3][N:4]([c:7]2[n:8][c:9](-[c:16]3[cH:17][c:18]([OH:22])[cH:19][cH:20][cH:21]3)[c:10]3[nH:11][cH:12][n:13][c:14]3[n:15]2)[CH2:5][CH2:6]1. The reactants are BrC1=CC=C(C=N1)C(=O)N1CCN(CC1)C1=NC=C(C=C1C)C ((6-bromopyridin-3-yl)[4-(3,5-dimethylpyridin-2-yl)piperazin-1-yl]methanone), C[C@H]1NC(OC1)=O ((R)-4-methyloxazolidin-2-one). Yields the product CC=1C(=NC=C(C1)C)N1CCN(CC1)C(=O)C=1C=CC(=NC1)N1C(OC[C@H]1C)=O ((R)-3-{5-[4-(3,5-dimethylpyridin-2-yl)piperazine-1-carbonyl]pyridin-2-yl}-4-methyloxazolidin-2-one). Yield: 47.8%. RXN SMILES: Br[C:2]1[N:7]=[CH:6][C:5]([C:8]([N:10]2[CH2:15][CH2:14][N:13]([C:16]3[C:21]([CH3:22])=[CH:20][C:19]([CH3:23])=[CH:18][N:17]=3)[CH2:12][CH2:11]2)=[O:9])=[CH:4][CH:3]=1.[CH3:24][C@@H:25]1[CH2:29][O:28][C:27](=[O:30])[NH:26]1>>[CH3:22][C:21]1[C:16]([N:13]2[CH2:14][CH2:15][N:10]([C:8]([C:5]3[CH:4]=[CH:3][C:2]([N:26]4[C@H:25]([CH3:24])[CH2:29][O:28][C:27]4=[O:30])=[N:7][CH:6]=3)=[O:9])[CH2:11][CH2:12]2)=[N:17][CH:18]=[C:19]([CH3:23])[CH:20]=1. Reported procedure: By reaction and treatment in the same manner as in Example 1 and using (6-bromopyridin-3-yl)[4-(3,5-dimethylpyridin-2-yl)piperazin-1-yl]methanone (187.6 mg) described in Preparation Example 73 and (R)-4-methyloxazolidin-2-one (50.6 mg) described in Preparation Example 25, the title compound (94.5 mg) was obtained. Starting materials: CNCCO (N-methylethanolamine), ClC(=O)OCC1=CC=CC=C1 (benzyl chloroformate), C(C)(=O)OCC (ethyl acetate). Solvent: C(Cl)Cl (methylene chloride). Conditions: temperature 0 celsius, time 30 minute. Yields the product C(C1=CC=CC=C1)OC(=O)N(CCO)C (N-Benzyloxycarbonyl-N-methyl-2-aminoethanol). As a reaction SMILES: [CH3:1][NH:2][CH2:3][CH2:4][OH:5].Cl[C:7]([O:9][CH2:10][C:11]1[CH:16]=[CH:15][CH:14]=[CH:13][CH:12]=1)=[O:8].C(OCC)(=O)C>C(Cl)Cl>[CH2:10]([O:9][C:7]([N:2]([CH3:1])[CH2:3][CH2:4][OH:5])=[O:8])[C:11]1[CH:16]=[CH:15][CH:14]=[CH:13][CH:12]=1. Procedure details: To N-methylethanolamine (149 mmol) in methylene chloride (100 ml) at 0° C. was added benzyl chloroformate (70 mmol). The mixture was stirred at 0° C. for 30 min, then at room temperature for 1 h, poured into ethyl acetate, washed with 2M HCl, saturated NaHCO3 solution, and brine, then dried over Na2SO4 and evaporated to provide the desired compound. 1H NMR (CDCl3TMS) δ 736 (m,5H), 5.14 (s,2H), 3.78 (m,2H), 3.47 (m,2H), 3.01 (s,3H). The reactants are F[B-](F)(F)F, CC#N, CCOCC, CC(C)Oc1ccc(S(C)(=O)=O)cc1C(=O)O, CCN(C(C)C)C(C)C, FC(F)(F)c1ncc2c(n1)CCNC2, CN(C)C(On1nnc2ccccc21)=[N+](C)C. The product is CC(C)Oc1ccc(S(C)(=O)=O)cc1C(=O)N1CCc2nc(C(F)(F)F)ncc2C1. RXN SMILES: [B-:41]([F:42])([F:43])([F:44])[F:45].[CH3:63][C:64]#[N:65].[CH3:66][CH2:67][O:68][CH2:69][CH3:70].[CH:15]([CH3:16])([CH3:17])[O:18][c:19]1[c:20]([C:21](=[O:22])[OH:23])[cH:24][c:25]([S:28](=[O:29])(=[O:30])[CH3:31])[cH:26][cH:27]1.[CH:32]([N:33]([CH2:34][CH3:35])[CH:36]([CH3:37])[CH3:38])([CH3:39])[CH3:40].[F:1][C:2]([c:3]1[n:4][cH:5][c:6]2[c:7]([n:8]1)[CH2:9][CH2:10][NH:11][CH2:12]2)([F:13])[F:14].[n:46]1([O:47][C:48]([N:49]([CH3:50])[CH3:51])=[N+:52]([CH3:53])[CH3:54])[c:55]2[cH:56][cH:57][cH:58][cH:59][c:60]2[n:61][n:62]1>>[F:1][C:2]([c:3]1[n:4][cH:5][c:6]2[c:7]([n:8]1)[CH2:9][CH2:10][N:11]([C:21]([c:20]1[c:19]([O:18][CH:15]([CH3:16])[CH3:17])[cH:27][cH:26][c:25]([S:28](=[O:29])(=[O:30])[CH3:31])[cH:24]1)=[O:22])[CH2:12]2)([F:13])[F:14]. Reactants: O=C(O)C(Cc1ccccc1)NS(=O)(=O)c1ccc(Br)cc1, CCOC(=O)c1ccc(N)cc1, C(=NC1CCCCC1)=NC1CCCCC1, ClCCl. Yields the product CCOC(=O)c1ccc(NC(=O)C(Cc2ccccc2)NS(=O)(=O)c2ccc(Br)cc2)cc1. As a reaction SMILES: [Br:1][c:2]1[cH:3][cH:4][c:5]([S:8](=[O:9])(=[O:10])[NH:11][CH:12]([C:13](=[O:14])[OH:15])[CH2:16][c:17]2[cH:18][cH:19][cH:20][cH:21][cH:22]2)[cH:6][cH:7]1.[CH3:23][CH2:24][O:25][C:26](=[O:27])[c:28]1[cH:29][cH:30][c:31]([NH2:32])[cH:33][cH:34]1.[CH:35]1([N:36]=[C:37]=[N:38][CH:39]2[CH2:40][CH2:41][CH2:42][CH2:43][CH2:44]2)[CH2:45][CH2:46][CH2:47][CH2:48][CH2:49]1.[Cl:50][CH2:51][Cl:52]>>[Br:1][c:2]1[cH:3][cH:4][c:5]([S:8](=[O:9])(=[O:10])[NH:11][CH:12]([C:13](=[O:14])[NH:32][c:31]2[cH:30][cH:29][c:28]([C:26]([O:25][CH2:24][CH3:23])=[O:27])[cH:34][cH:33]2)[CH2:16][c:17]2[cH:18][cH:19][cH:20][cH:21][cH:22]2)[cH:6][cH:7]1.